Task: describe an organic reaction: reactants, conditions, products, and yield. Dataset: the Open Reaction Database (ORD), a public repository of structured organic reaction records Starting materials: CCOP(=O)(CC#N)OCC, C1CCOC1, CC(C)(C)[O-], [K+], N#CC1CC(=O)C1. The product is N#CC=C1CC(C#N)C1. Reaction SMILES: [C:7](#[N:8])[CH2:9][P:10](=[O:11])([O:12][CH2:13][CH3:14])[O:15][CH2:16][CH3:17].[CH2:25]1[O:26][CH2:27][CH2:28][CH2:29]1.[CH3:1][C:2]([CH3:3])([O-:4])[CH3:5].[K+:6].[O:18]=[C:19]1[CH2:20][CH:21]([C:23]#[N:24])[CH2:22]1>>[C:7](#[N:8])[CH:9]=[C:19]1[CH2:20][CH:21]([C:23]#[N:24])[CH2:22]1. Reactants: CO (methanol), C(\C=C\C)(=O)N[C@@H](CC1=CNC2=CC=CC=C12)C(=O)OC (Methyl N-Crotonoyl-L-Tryptophanate), [OH-].[Na+] (sodium hydroxide). Solvent: O (Water). Run at time 20 hour. Yields the product C(\C=C\C)(=O)N[C@@H](CC1=CNC2=CC=CC=C12)C(=O)O (N-Crotonoyl-L-Tryptophan). Yield: 71.7%. RXN SMILES: CO.[C:3]([NH:8][C@H:9]([C:20]([O:22]C)=[O:21])[CH2:10][C:11]1[C:19]2[C:14](=[CH:15][CH:16]=[CH:17][CH:18]=2)[NH:13][CH:12]=1)(=[O:7])/[CH:4]=[CH:5]/[CH3:6].[OH-].[Na+]>O>[C:3]([NH:8][C@H:9]([C:20]([OH:22])=[O:21])[CH2:10][C:11]1[C:19]2[C:14](=[CH:15][CH:16]=[CH:17][CH:18]=2)[NH:13][CH:12]=1)(=[O:7])/[CH:4]=[CH:5]/[CH3:6] |f:2.3|. Procedure details: To methanol (230 mL) solution of the compound obtained in Example 161 (4.4 g) was added 1 mol/L of an aqueous sodium hydroxide solution (23 mL), and the mixture was allowed to stir for 20 hours. Water was added to the residue obtained by distilling off the solvent under a reduced pressure, and the mixture was made acidic with a 10% aqueous citric acid solution. The reaction mixture was extracted with ethyl acetate, the organic layer was washed with saturated sodium chloride solution, and thereaf... The reactants are COC(C1=CC(=C(C(=C1)CC)OC)CC)=O (3,5-diethyl-4-methoxybenzoic acid methyl ester), [OH-].[Na+] (sodium hydroxide), Cl (hydrochloric acid). Run in O (water). Product: C(C)C=1C=C(C(=O)O)C=C(C1OC)CC (3,5-diethyl-4-methoxybenzoic acid). Reaction SMILES: C[O:2][C:3](=[O:16])[C:4]1[CH:9]=[C:8]([CH2:10][CH3:11])[C:7]([O:12][CH3:13])=[C:6]([CH2:14][CH3:15])[CH:5]=1.[OH-].[Na+].Cl>O>[CH2:10]([C:8]1[CH:9]=[C:4]([CH:5]=[C:6]([CH2:14][CH3:15])[C:7]=1[O:12][CH3:13])[C:3]([OH:16])=[O:2])[CH3:11] |f:1.2|. Reported procedure: A mixture of 11.6 g. (0.052 mol.) of 3,5-diethyl-4-methoxybenzoic acid methyl ester and 3.5 g. (0.09 mol.) of sodium hydroxide in 150 ml. of water is refluxed for 2 hours. The reaction mixture is cooled and acidified with 10% aqueous hydrochloric acid to give 3,5-diethyl-4-methoxybenzoic acid. The acid is refluxed with thionyl chloride as described in the procedure of Example 27 to give 3,5-diethyl-4-methoxybenzoyl chloride. The reactants are NCC1CCCCC1, Nc1ccc2c(c1)CCC2, O=C(O)c1ccc(CN2C(=O)C3(COc4cc5c(cc43)CCO5)c3ccccc32)cc1, O=C(O)c1cccc(CN2C(=O)C3(COc4cc5c(cc43)CCO5)c3ccccc32)c1. Yields the product O=C(Nc1ccc2c(c1)CCC2)c1ccc(CN2C(=O)C3(COc4cc5c(cc43)CCO5)c3ccccc32)cc1. Reaction SMILES: [CH:11]1([CH2:12][NH2:13])[CH2:14][CH2:15][CH2:16][CH2:17][CH2:18]1.[NH2:1][c:2]1[cH:3][c:4]2[c:8]([cH:9][cH:10]1)[CH2:7][CH2:6][CH2:5]2.[O:19]=[C:20]1[N:21]([CH2:40][c:41]2[cH:42][cH:43][c:44]([C:45](=[O:46])[OH:47])[cH:48][cH:49]2)[c:22]2[cH:23][cH:24][cH:25][cH:26][c:27]2[C:28]12[c:29]1[c:30]([cH:33][c:34]3[c:38]([cH:39]1)[CH2:37][CH2:36][O:35]3)[O:31][CH2:32]2.[O:50]=[C:51]1[C:52]2([CH2:53][O:54][c:55]3[cH:56][c:57]4[c:58]([cH:59][c:60]32)[CH2:61][CH2:62][O:63]4)[c:64]2[c:65]([cH:66][cH:67][cH:68][cH:69]2)[N:70]1[CH2:71][c:72]1[cH:73][c:74]([C:78]([OH:79])=[O:80])[cH:75][cH:76][cH:77]1>>[NH:1]([c:2]1[cH:3][c:4]2[c:8]([cH:9][cH:10]1)[CH2:7][CH2:6][CH2:5]2)[C:45]([c:44]1[cH:43][cH:42][c:41]([CH2:40][N:21]2[C:20](=[O:19])[C:28]3([c:27]4[c:22]2[cH:23][cH:24][cH:25][cH:26]4)[c:29]2[c:30]([cH:33][c:34]4[c:38]([cH:39]2)[CH2:37][CH2:36][O:35]4)[O:31][CH2:32]3)[cH:49][cH:48]1)=[O:46].